Dataset: the Open Reaction Database (ORD), a public repository of structured organic reaction records. Task: describe an organic reaction: reactants, conditions, products, and yield Starting materials: C(OCC1CCN(CC1)CCOC)(OC1=CC=C(C=C1)[N+](=O)[O-])=O ((1-(2-Methoxyethyl)piperidin-4-yl)methyl 4-nitrophenyl carbonate), C(OCC1CCN(CC1)CCOC)(OC1=CC=C(C=C1)[N+](=O)[O-])=O ((1-(2-Methoxyethyl)piperidin-4-yl)methyl 4-nitrophenyl carbonate), COC1=CC=C(C=C1)N1CCNCC1 (4-(4-methoxyphenyl)piperazine), CCN(C(C)C)C(C)C (DIPEA), CN1CCOCC1 (NMM), ClC(=O)OC1=CC=C(C=C1)[N+](=O)[O-] (4-nitrophenyl chloroformate). Run in C(Cl)Cl (DCM), CN(C)C=O (DMF). Run at temperature 0 celsius, time 20 minute. Yields the product COC1=CC=C(C=C1)N1CCN(CC1)C(=O)OCC1CCN(CC1)CCOC ([1-(2-methoxyethyl)piperidin-4-yl]methyl 4-(4-methoxyphenyl)piperazine-1-carboxylate). Isolated yield 21.0%. Reaction SMILES: [C:1](=[O:24])(OC1C=CC([N+]([O-])=O)=CC=1)[O:2][CH2:3][CH:4]1[CH2:9][CH2:8][N:7]([CH2:10][CH2:11][O:12][CH3:13])[CH2:6][CH2:5]1.CN1CCOCC1.ClC(OC1C=CC([N+]([O-])=O)=CC=1)=O.[CH3:45][O:46][C:47]1[CH:52]=[CH:51][C:50]([N:53]2[CH2:58][CH2:57][NH:56][CH2:55][CH2:54]2)=[CH:49][CH:48]=1.CCN(C(C)C)C(C)C>C(Cl)Cl.CN(C=O)C>[CH3:45][O:46][C:47]1[CH:48]=[CH:49][C:50]([N:53]2[CH2:58][CH2:57][N:56]([C:1]([O:2][CH2:3][CH:4]3[CH2:5][CH2:6][N:7]([CH2:10][CH2:11][O:12][CH3:13])[CH2:8][CH2:9]3)=[O:24])[CH2:55][CH2:54]2)=[CH:51][CH:52]=1. Reported procedure: (1-(2-methoxyethyl)piperidin-4-yl)methanol (Intermediate 3, step 2; 1.34 g, 7.74 mmol) was dissolved in DCM (20 mL) and cooled to 0° C. NMM (0.94 mL, 8.51 mmol) and 4-nitrophenyl chloroformate (1.56 g, 7.74 mmol) were added. The reaction mixture was stirred at 0° C. for 20 minutes and then added to a solution of 4-(4-methoxyphenyl)piperazine (1.64 g, 8.51 mmol) and DIPEA (6.10 mL, 35.0 mmol) in DMF (30 mL). The reaction mixture was stirred at room temperature for 4 h and then concentrated in vac... The reactants are CC(C)(C)[Si](C)(C)OCc1ccc(CC(=O)O)s1, CO. The product is COC(=O)Cc1ccc(CO[Si](C)(C)C(C)(C)C)s1. RXN SMILES: [C:1]([CH3:2])([CH3:3])([CH3:4])[Si:5]([O:6][CH2:7][c:8]1[cH:9][cH:10][c:11]([CH2:13][C:14](=[O:15])[OH:16])[s:12]1)([CH3:17])[CH3:18].[CH3:19][OH:20]>>[C:1]([CH3:2])([CH3:3])([CH3:4])[Si:5]([O:6][CH2:7][c:8]1[cH:9][cH:10][c:11]([CH2:13][C:14](=[O:15])[O:16][CH3:19])[s:12]1)([CH3:17])[CH3:18]. Starting materials: BrC(C(C)=O)C (3-bromobutan-2-one), C(C)(=O)NC=1C=C(N)C=C(C1)C (3-acetamido-5-methylaniline), ice water. The solvent is CN(C=O)C (dimethylformamide). Conditions: time 1 hour. Product: C(C)(=O)NC1=CC(=C2C(=C(NC2=C1)C)C)C (6-acetamido-2,3,4-trimethylindole). As a reaction SMILES: [C:1]([NH:4][C:5]1[CH:6]=[C:7]([CH:9]=[C:10]([CH3:12])[CH:11]=1)[NH2:8])(=[O:3])[CH3:2].Br[CH:14]([CH3:18])[C:15](=O)[CH3:16]>CN(C)C=O>[C:1]([NH:4][C:5]1[CH:6]=[C:7]2[C:9]([C:14]([CH3:18])=[C:15]([CH3:16])[NH:8]2)=[C:10]([CH3:12])[CH:11]=1)(=[O:3])[CH3:2]. Reported procedure: 9 g of 3-acetamido-5-methylaniline are dissolved in 20 ml of dimethylformamide and 3.2 ml of 3-bromobutan-2-one are then added. The mixture is left at ambient temperature for 1 hour and the temperature is then raised to 100°-110° C. for one hour. The mixture is cooled and poured into 100 ml of ice-water. The precipitate is drained and washed successively with 50 ml of distilled water, 20 ml of ethanol and 20 ml of isopropyl ether. 4.2 g of white precipitate are obtained. Reactants: C1CCOC1, CN1C(=O)CC(c2ccccc2)C1C(=O)N1C(=O)OCC1Cc1ccccc1, CO, [Cl-], [NH4+]. Product: CN1C(=O)CC(c2ccccc2)C1CO. Reaction SMILES: [CH2:33]1[O:34][CH2:35][CH2:36][CH2:37]1.[CH3:1][N:2]1[CH:3]([C:14](=[O:15])[N:16]2[CH:17]([CH2:18][c:19]3[cH:20][cH:21][cH:22][cH:23][cH:24]3)[CH2:25][O:26][C:27]2=[O:28])[CH:4]([c:8]2[cH:9][cH:10][cH:11][cH:12][cH:13]2)[CH2:5][C:6]1=[O:7].[CH3:29][OH:30].[Cl-:31].[NH4+:32]>>[CH3:1][N:2]1[CH:3]([CH2:14][OH:15])[CH:4]([c:8]2[cH:9][cH:10][cH:11][cH:12][cH:13]2)[CH2:5][C:6]1=[O:7]. Product: OC1=CC2=C(OC(=CO2)C(=O)N(C2=CC=CC=C2)CCCC)C=C1 (6-HYDROXY-2-(N-BUTYLANILINOCARBONYL)-I,4-BENZODIOXIN). Procedure: That compound is obtained in a yield of 91% starting from N-butylaniline and 6-hydroxy-1,4-benzodioxin-2-carboxylic acid. The yield is 91.0%. RXN SMILES: [CH2:1]([NH:5][C:6]1[CH:11]=[CH:10][CH:9]=[CH:8][CH:7]=1)[CH2:2][CH2:3][CH3:4].[OH:12][C:13]1[CH:25]=[CH:24][C:16]2[O:17][C:18]([C:21](O)=[O:22])=[CH:19][O:20][C:15]=2[CH:14]=1>>[OH:12][C:13]1[CH:25]=[CH:24][C:16]2[O:17][C:18]([C:21]([N:5]([CH2:1][CH2:2][CH2:3][CH3:4])[C:6]3[CH:11]=[CH:10][CH:9]=[CH:8][CH:7]=3)=[O:22])=[CH:19][O:20][C:15]=2[CH:14]=1. Reactants: C(CCC)NC1=CC=CC=C1 (N-butylaniline), OC1=CC2=C(OC(=CO2)C(=O)O)C=C1 (6-hydroxy-1,4-benzodioxin-2-carboxylic acid). Reactants: Oc1cc(Cl)ccc1-c1nc2cc(F)c(F)cc2n1Cc1ccccc1, COC(=O)c1ccc(CBr)cc1. Yields the product COC(=O)c1ccc(COc2cc(Cl)ccc2-c2nc3cc(F)c(F)cc3n2Cc2ccccc2)cc1. As a reaction SMILES: [CH2:1]([c:2]1[cH:3][cH:4][cH:5][cH:6][cH:7]1)[n:8]1[c:9](-[c:19]2[c:20]([OH:26])[cH:21][c:22]([Cl:25])[cH:23][cH:24]2)[n:10][c:11]2[c:12]1[cH:13][c:14]([F:18])[c:15]([F:17])[cH:16]2.[CH3:27][O:28][C:29]([c:30]1[cH:31][cH:32][c:33]([CH2:36][Br:37])[cH:34][cH:35]1)=[O:38]>>[CH2:1]([c:2]1[cH:3][cH:4][cH:5][cH:6][cH:7]1)[n:8]1[c:9](-[c:19]2[c:20]([O:26][CH2:36][c:33]3[cH:32][cH:31][c:30]([C:29]([O:28][CH3:27])=[O:38])[cH:35][cH:34]3)[cH:21][c:22]([Cl:25])[cH:23][cH:24]2)[n:10][c:11]2[c:12]1[cH:13][c:14]([F:18])[c:15]([F:17])[cH:16]2. Reactants: OCCC1=CCc2ccccc21, CC(=O)CCN(C)C, Cc1ccccc1, O, Cc1ccc(S(=O)(=O)O)cc1. Product: CN(C)CCC1(C)OCCC2=C1Cc1ccccc12. Reaction SMILES: [CH2:20]1[CH:21]=[C:22]([CH2:29][CH2:30][OH:31])[c:23]2[cH:24][cH:25][cH:26][cH:27][c:28]21.[CH3:1][N:2]([CH2:3][CH2:4][C:5]([CH3:6])=[O:7])[CH3:8].[CH3:32][c:33]1[cH:34][cH:35][cH:36][cH:37][cH:38]1.[OH2:39].[c:9]1([CH3:10])[cH:11][cH:12][c:13]([S:14]([OH:15])(=[O:16])=[O:17])[cH:18][cH:19]1>>[CH3:1][N:2]([CH2:3][CH2:4][C:5]1([CH3:6])[C:21]2=[C:22]([c:23]3[cH:24][cH:25][cH:26][cH:27][c:28]3[CH2:20]2)[CH2:29][CH2:30][O:31]1)[CH3:8].